Dataset: the Open Reaction Database (ORD), a public repository of structured organic reaction records. Task: describe an organic reaction: reactants, conditions, products, and yield The reactants are aqueous solution, [OH-].[Na+] (sodium hydroxide), C(C)(C)(C)C1=C(C=C(C=C1)CC[C@@H](CCCC1CCCCC1)OC(C1=CC=CC=C1)=O)NC(CC1C2=CC=CC=C2OC=2C=CC=CC12)=O ((R)-N-[2-t-butyl-5-(6-cyclohexyl-3-benzoyloxyhexyl)phenyl]-2-(9H-xanthen-9-yl)acetamide). The solvent is C(C)O (ethanol). The product is C(C)(C)(C)C1=C(C=C(C=C1)CC[C@@H](CCCC1CCCCC1)O)NC(CC1C2=CC=CC=C2OC=2C=CC=CC12)=O ((R)-N-[2-t-Butyl-5-(6-cyclohexyl-3-hydroxyhexyl)phenyl]-2-(9H-xanthen-9-yl)acetamide). The yield is 46.4%. RXN SMILES: [OH-].[Na+].[C:3]([C:7]1[CH:12]=[CH:11][C:10]([CH2:13][CH2:14][C@H:15]([O:25]C(=O)C2C=CC=CC=2)[CH2:16][CH2:17][CH2:18][CH:19]2[CH2:24][CH2:23][CH2:22][CH2:21][CH2:20]2)=[CH:9][C:8]=1[NH:34][C:35](=[O:51])[CH2:36][CH:37]1[C:50]2[CH:49]=[CH:48][CH:47]=[CH:46][C:45]=2[O:44][C:43]2[C:38]1=[CH:39][CH:40]=[CH:41][CH:42]=2)([CH3:6])([CH3:5])[CH3:4]>C(O)C>[C:3]([C:7]1[CH:12]=[CH:11][C:10]([CH2:13][CH2:14][C@H:15]([OH:25])[CH2:16][CH2:17][CH2:18][CH:19]2[CH2:20][CH2:21][CH2:22][CH2:23][CH2:24]2)=[CH:9][C:8]=1[NH:34][C:35](=[O:51])[CH2:36][CH:37]1[C:50]2[CH:49]=[CH:48][CH:47]=[CH:46][C:45]=2[O:44][C:43]2[C:38]1=[CH:39][CH:40]=[CH:41][CH:42]=2)([CH3:6])([CH3:4])[CH3:5] |f:0.1|. Procedure: 5 ml of a 1N aqueous solution of sodium hydroxide were added to a solution of 460 mg (0.70 mmol) of (R)-N-[2-t-butyl-5-(6-cyclohexyl-3-benzoyloxyhexyl)phenyl]-2-(9H-xanthen-9-yl)acetamide [prepared as described in step (i) above] in 40 ml of ethanol, and the resulting mixture was heated under reflux for 2 hours. At the end of this time, the reaction mixture was freed from the solvent by distillation under reduced pressure, and the residue was first diluted with ethyl acetate and then acidified w... Starting materials: CCO, [H][H], NNc1cc(C2COCCO2)ccn1. Product: Nc1cc(C2COCCO2)ccn1. Reaction SMILES: [CH3:17][CH2:18][OH:19].[H:15][H:16].[NH:1]([NH2:2])[c:3]1[n:4][cH:5][cH:6][c:7]([CH:9]2[CH2:10][O:11][CH2:12][CH2:13][O:14]2)[cH:8]1>>[NH2:1][c:3]1[n:4][cH:5][cH:6][c:7]([CH:9]2[CH2:10][O:11][CH2:12][CH2:13][O:14]2)[cH:8]1. Starting materials: O (water), BrC=1N(C(=NN1)SCC(=O)O)C1=CC=C(C2=CC=CC=C12)C1CC1 (2-(5-bromo-4-(1-cyclopropylnaphthalen-4-yl)-4H-1,2,4-triazol-3-ylthio)acetic acid), [OH-].[Na+] (sodium hydroxide), NO (hydroxylamine). The solvent is C1CCOC1 (THF), CO (methanol). Conditions: time 1 hour. Yields the product BrC=1N(C(=NN1)SCC(=O)NO)C1=CC=C(C2=CC=CC=C12)C1CC1 (2-(5-bromo-4-(1-cyclopropylnaphthalen-4-yl)-4H-1,2,4-triazol-3-ylthio)-N-hydroxyacetamide). Reaction SMILES: [Br:1][C:2]1[N:3]([C:12]2[C:21]3[C:16](=[CH:17][CH:18]=[CH:19][CH:20]=3)[C:15]([CH:22]3[CH2:24][CH2:23]3)=[CH:14][CH:13]=2)[C:4]([S:7][CH2:8][C:9]([OH:11])=O)=[N:5][N:6]=1.[OH-:25].[Na+].[NH2:27]O.O>C1COCC1.CO>[Br:1][C:2]1[N:3]([C:12]2[C:21]3[C:16](=[CH:17][CH:18]=[CH:19][CH:20]=3)[C:15]([CH:22]3[CH2:24][CH2:23]3)=[CH:14][CH:13]=2)[C:4]([S:7][CH2:8][C:9]([NH:27][OH:25])=[O:11])=[N:5][N:6]=1 |f:1.2|. Procedure: A solution of 2-(5-bromo-4-(1-cyclopropylnaphthalen-4-yl)-4H-1,2,4-triazol-3-ylthio)acetic acid (1.0 mmol) in THF (2 mL) and methanol (2 mL) is added to a solution of sodium hydroxide (5 mmol) and 50% aqueous hydroxylamine (2 mL). After stirring for 1 hr at room temperature, water (4 mL) is added and the volatile solvents removed in vacuo. The solution is then neutralized to pH 7-8 by addition of HCl (1N), and the resulting precipitate isolated by filtration to provide 2-(5-bromo-4-(1-cyclopropy... The reactants are ClC=1C=CC=2N(C1)C(=C(N2)C2=CC=CC=C2)CNC2=NC=CC(=N2)N2CCC(CC2)(O)C (1-(2-((6-chloro-2-phenylimidazo[1,2-a]pyridin-3-yl)methylamino)pyrimidin-4-yl)-4-methylpiperidin-4-ol), ClC=1C=CC=2N(C1)C(=C(N2)C2=CC=C(C=C2)F)CNC2=NC=CC=N2 (N-((6-chloro-2-(4-fluorophenyl)imidazo[1,2-a]pyridin-3-yl)methyl)pyrimidin-2-amine), N1CC(CC1)O (pyrrolidin-3-ol). The product is ClC=1C=CC=2N(C1)C(=C(N2)C2=CC=C(C=C2)F)CNC2=NC=CC(=N2)N2CC(CC2)O (1-(2-((6-chloro-2-(4-fluorophenyl)imidazo[1,2-a]pyridin-3-yl)methylamino)pyrimidin-4-yl)pyrrolidin-3-ol). RXN SMILES: [Cl:1][C:2]1[CH:3]=[CH:4][C:5]2[N:6]([C:8]([CH2:17][NH:18][C:19]3[N:24]=[C:23]([N:25]4[CH2:30][CH2:29][C:28](C)([OH:31])[CH2:27]C4)[CH:22]=[CH:21][N:20]=3)=[C:9]([C:11]3[CH:16]=[CH:15][CH:14]=[CH:13][CH:12]=3)[N:10]=2)[CH:7]=1.ClC1C=CC2N(C(CNC3N=CC=CN=3)=C(C3C=CC([F:49])=CC=3)N=2)C=1.N1CCC(O)C1>>[Cl:1][C:2]1[CH:3]=[CH:4][C:5]2[N:6]([C:8]([CH2:17][NH:18][C:19]3[N:24]=[C:23]([N:25]4[CH2:30][CH2:29][CH:28]([OH:31])[CH2:27]4)[CH:22]=[CH:21][N:20]=3)=[C:9]([C:11]3[CH:16]=[CH:15][C:14]([F:49])=[CH:13][CH:12]=3)[N:10]=2)[CH:7]=1. Procedure: The title compound was prepared in the same fashion as that described for compound 187 from N-((6-chloro-2-(4-fluorophenyl)imidazo[1,2-a]pyridin-3-yl)methyl)pyrimidin-2-amine and pyrrolidin-3-ol. 1H-NMR (CDCl3, 400 MHz, δ) 8.72 (d, J=11.6 Hz, 1H), 8.32 (s, 1H), 7.78 (dd, J=5.7, 8.3 Hz, 2H), 7.66 (s, 1H), 7.61 (d, J=9.6 Hz, 2H), 7.41 (d, J=9.6 Hz, 1H), 7.26 (t, J=8.7 Hz, 2H), 6.13 (dd, J=6.3, 21.2 Hz, 1H), 5.10 (s, 2H), 4.88 (, 1H), 4.48 (d, J=36.5 Hz, 1H), 3.60 (m, 1H), 3.52 (m, 1H), 3.42 (m, 1H... The reactants are BrB(Br)Br, ClCCl, COCC(C)Oc1cc(Oc2ccc(S(C)(=O)=O)nc2)cc(-c2ccc(-c3nnc(C)o3)[nH]2)c1, [Cl-], [NH4+]. The product is Cc1nnc(-c2ccc(-c3cc(Oc4ccc(S(C)(=O)=O)nc4)cc(OC(C)CO)c3)[nH]2)o1. As a reaction SMILES: [B:35]([Br:36])([Br:37])[Br:38].[CH2:41]([Cl:42])[Cl:43].[CH3:1][O:2][CH2:3][CH:4]([O:5][c:6]1[cH:7][c:8]([O:9][c:10]2[cH:11][cH:12][c:13]([S:16](=[O:17])(=[O:18])[CH3:19])[n:14][cH:15]2)[cH:20][c:21](-[c:23]2[nH:24][c:25](-[c:28]3[o:29][c:30]([CH3:33])[n:31][n:32]3)[cH:26][cH:27]2)[cH:22]1)[CH3:34].[Cl-:39].[NH4+:40]>>[OH:2][CH2:3][CH:4]([O:5][c:6]1[cH:7][c:8]([O:9][c:10]2[cH:11][cH:12][c:13]([S:16](=[O:17])(=[O:18])[CH3:19])[n:14][cH:15]2)[cH:20][c:21](-[c:23]2[nH:24][c:25](-[c:28]3[o:29][c:30]([CH3:33])[n:31][n:32]3)[cH:26][cH:27]2)[cH:22]1)[CH3:34].